This data is from the Open Reaction Database (ORD), a public repository of structured organic reaction records. The task is: describe an organic reaction: reactants, conditions, products, and yield Reactants: [Br-].NC1=C2C=C[N+](=CC2=CC=C1)CC1=CC=CC=C1 (5-amino-2-benzyl-isoquinolinium bromide), C[Mg]Cl (methyl magnesium chloride), [Cl-].[NH4+] (ammonium chloride). Solvent: C1CCOC1 (THF). Conditions: time 2 hour. Yields the product NC1=C2C=CN(C(C2=CC=C1)C)CC1=CC=CC=C1 ((±) 5-Amino-2-benzyl-1-methyl-1,2-dihydroisoquinoline). Isolated yield 74.5%. Reaction SMILES: [Br-].[NH2:2][C:3]1[CH:12]=[CH:11][CH:10]=[C:9]2[C:4]=1[CH:5]=[CH:6][N+:7]([CH2:13][C:14]1[CH:19]=[CH:18][CH:17]=[CH:16][CH:15]=1)=[CH:8]2.[CH3:20][Mg]Cl.[Cl-].[NH4+]>C1COCC1>[NH2:2][C:3]1[CH:12]=[CH:11][CH:10]=[C:9]2[C:4]=1[CH:5]=[CH:6][N:7]([CH2:13][C:14]1[CH:19]=[CH:18][CH:17]=[CH:16][CH:15]=1)[CH:8]2[CH3:20] |f:0.1,3.4|. Reported procedure: To solution of 5-aminoisoquinoline (15 g, 104 mmol) in acetone (400 ml) was added benzyl bromide (18.6 ml, 156 mmol). The mixture was stirred at room temp for 2 h before the precipitate was filtered off affording an orange solid (8.64 g). A second crop (4.02 g) was filtered after a further 2 h. To a solution of this 5-amino-2-benzyl-isoquinolinium bromide (8.46 g, 26.8 mmol) in THF (75 ml) at 0° C. under argon was added dropwise methyl magnesium chloride (17.89 ml, 56.6 mmol). The mixture was al...